From a dataset of the Open Reaction Database (ORD), a public repository of structured organic reaction records. describe an organic reaction: reactants, conditions, products, and yield Reactants: C1COCCO1, Cc1cc(-c2cnn(CCC(=O)OC(C)(C)C)c2)c2c(c1)C(O)(C(F)(F)F)c1ccccc1-2, O=C(O)C(F)(F)F. The product is Cc1cc(-c2cnn(CCC(=O)O)c2)c2c(c1)C(O)(C(F)(F)F)c1ccccc1-2. RXN SMILES: [CH2:41]1[O:42][CH2:43][CH2:44][O:45][CH2:46]1.[OH:1][C:2]1([C:30]([F:31])([F:32])[F:33])[c:3]2[cH:4][cH:5][cH:6][cH:7][c:8]2-[c:9]2[c:10](-[c:16]3[cH:17][n:18][n:19]([CH2:21][CH2:22][C:23](=[O:24])[O:25][C:26]([CH3:27])([CH3:28])[CH3:29])[cH:20]3)[cH:11][c:12]([CH3:15])[cH:13][c:14]21.[OH:34][C:35]([C:36]([F:37])([F:38])[F:39])=[O:40]>>[OH:1][C:2]1([C:30]([F:31])([F:32])[F:33])[c:3]2[cH:4][cH:5][cH:6][cH:7][c:8]2-[c:9]2[c:10](-[c:16]3[cH:17][n:18][n:19]([CH2:21][CH2:22][C:23](=[O:24])[OH:25])[cH:20]3)[cH:11][c:12]([CH3:15])[cH:13][c:14]21.